This data is from the Open Reaction Database (ORD), a public repository of structured organic reaction records. The task is: describe an organic reaction: reactants, conditions, products, and yield Starting materials: CC(=O)O, Cc1cccc2c1SCCC2=O, [N-]=[N+]=[N-], [Na+], O=S(=O)(O)O. Product: Cc1cccc2c1SCCC(=O)N2. As a reaction SMILES: [C:22]([OH:23])(=[O:24])[CH3:25].[CH3:1][c:2]1[cH:3][cH:4][cH:5][c:6]2[c:11]1[S:10][CH2:9][CH2:8][C:7]2=[O:12].[N-:13]=[N+:14]=[N-:15].[Na+:16].[S:17](=[O:18])(=[O:19])([OH:20])[OH:21]>>[CH3:1][c:2]1[cH:3][cH:4][cH:5][c:6]2[c:11]1[S:10][CH2:9][CH2:8][C:7](=[O:12])[NH:13]2. As a reaction SMILES: [Br:1][c:2]1[c:3]([CH2:15][OH:16])[cH:4][c:5]([N:12]([CH3:13])[CH3:14])[c:6]([C:7](=[O:8])[O:9][CH3:10])[cH:11]1.[CH3:25][NH:26][CH3:27].[CH3:58][C:59]#[N:60].[CH:38]1([N:39]=[C:40]=[N:41][CH:42]2[CH2:43][CH2:44][CH2:45][CH2:46][CH2:47]2)[CH2:48][CH2:49][CH2:50][CH2:51][CH2:52]1.[ClH:19].[Na+:18].[O:20]1[CH2:21][CH2:22][CH2:23][CH2:24]1.[O:53]1[CH2:54][CH2:55][CH2:56][CH2:57]1.[OH-:17].[OH:28][n:29]1[c:30]2[cH:31][cH:32][cH:33][cH:34][c:35]2[n:36][n:37]1>>[Br:1][c:2]1[c:3]([CH2:15][OH:16])[cH:4][c:5]([N:12]([CH3:13])[CH3:14])[c:6]([C:7](=[O:8])[NH:26][CH3:25])[cH:11]1. The reactants are COC(=O)c1cc(Br)c(CO)cc1N(C)C, CNC, CC#N, C(=NC1CCCCC1)=NC1CCCCC1, Cl, [Na+], C1CCOC1, C1CCOC1, [OH-], On1nnc2ccccc21. Yields the product CNC(=O)c1cc(Br)c(CO)cc1N(C)C. Starting materials: O=C([O-])O, CC(=O)Cl, ClC(Cl)Cl, Cl, CC(=O)C1(N)Cc2c(O)c3c(c(O)c2C(O)C1)C(=O)c1ccccc1C3=O, [Na+], [Na+], [Na+], O=C([O-])[O-], C1CCOC1. The product is CC(=O)NC1(C(C)=O)Cc2c(O)c3c(c(O)c2C(O)C1)C(=O)c1ccccc1C3=O. Reaction SMILES: [C:35](=[O:36])([OH:37])[O-:38].[CH3:40][C:41]([Cl:42])=[O:43].[CH:44]([Cl:45])([Cl:46])[Cl:47].[ClH:1].[NH2:2][C:3]1([C:26]([CH3:27])=[O:28])[CH2:4][CH:5]([OH:25])[c:6]2[c:7]([OH:24])[c:8]3[c:17]([c:18]([OH:21])[c:19]2[CH2:20]1)[C:16](=[O:22])[c:15]1[c:10]([cH:11][cH:12][cH:13][cH:14]1)[C:9]3=[O:23].[Na+:29].[Na+:30].[Na+:39].[O-:31][C:32](=[O:33])[O-:34].[O:48]1[CH2:49][CH2:50][CH2:51][CH2:52]1>>[NH:2]([C:3]1([C:26]([CH3:27])=[O:28])[CH2:4][CH:5]([OH:25])[c:6]2[c:7]([OH:24])[c:8]3[c:17]([c:18]([OH:21])[c:19]2[CH2:20]1)[C:16](=[O:22])[c:15]1[c:10]([cH:11][cH:12][cH:13][cH:14]1)[C:9]3=[O:23])[C:41]([CH3:40])=[O:43]. The reactants are COC1=C(C=C(C=C1)C1=CC=C(C=C1)C(=O)O)OC(CCCC1=CC=CC=C1)C (4'-methoxy-3'-(1-methyl-4-phenylbutoxy)-(±)[1,1'-biphenyl]-4-carboxylic acid), CN(C)C1=NC=CC=C1 (dimethylamino pyridine), C1(CCCCC1)N=C=NC1CCCCC1 (dicyclohexylcarbodiimide), C=1(C(=CC=CC1)S(=O)(=O)N)C (o-Toluenesulfonamide). The solvent is C(Cl)Cl (methylene chloride). Reaction conditions: time 50 hour. Yields the product CC1=C(C=CC=C1)S(=O)(=O)NC(=O)C1=CC=C(C=C1)C1=CC(=C(C=C1)OC)OC(CCCC1=CC=CC=C1)C (N-(2-Methylphenyl)sulphonyl 4'-methoxy-3'-(1-methyl-4-phenylbutoxy)-(±)[1,1'-biphenyl]-4-carboxamide). The yield is 103.4%. Reaction SMILES: [CH3:1][O:2][C:3]1[CH:8]=[CH:7][C:6]([C:9]2[CH:14]=[CH:13][C:12]([C:15](O)=[O:16])=[CH:11][CH:10]=2)=[CH:5][C:4]=1[O:18][CH:19]([CH3:29])[CH2:20][CH2:21][CH2:22][C:23]1[CH:28]=[CH:27][CH:26]=[CH:25][CH:24]=1.CN(C1C=CC=CN=1)C.[C:39]1([CH3:49])[C:40]([S:45]([NH2:48])(=[O:47])=[O:46])=[CH:41][CH:42]=[CH:43][CH:44]=1.C1(N=C=NC2CCCCC2)CCCCC1>C(Cl)Cl>[CH3:49][C:39]1[CH:44]=[CH:43][CH:42]=[CH:41][C:40]=1[S:45]([NH:48][C:15]([C:12]1[CH:13]=[CH:14][C:9]([C:6]2[CH:7]=[CH:8][C:3]([O:2][CH3:1])=[C:4]([O:18][CH:19]([CH3:29])[CH2:20][CH2:21][CH2:22][C:23]3[CH:24]=[CH:25][CH:26]=[CH:27][CH:28]=3)[CH:5]=2)=[CH:10][CH:11]=1)=[O:16])(=[O:47])=[O:46]. Reported procedure: To a solution of acid 4'-methoxy-3'-(1-methyl-4-phenylbutoxy)-(±)[1,1'-biphenyl]-4-carboxylic acid, (0.257 g, 0.658 mmoles) in 10 ml of anhydrous methylene chloride under hydrogen atmosphere was added dimethylamino pyridine (88.46 mg, 0.728 mmoles); o-Toluenesulfonamide (0.122 g, 0.712 mmoles) and dicyclohexylcarbodiimide (0.124 g, 0.6 mmoles) the reaction mixture allowed to stir for 50 hours. The solvent was evaporated and the resulting solid triturated with methylene chloride:ether (~1:1) whic... The reactants are C(C1=CC=CC=C1)OC(N(C)[C@@H](C)C(NC=1C(N(C(=CC1)Cl)CC1=CC(=CC=C1)OC1=CC=CC=C1)=O)=O)=O ({(S)-1-[6-Chloro-2-oxo-1-(3-phenoxy-benzyl)-1,2-dihydro-pyridin-3-ylcarbamoyl]-ethyl}-methyl-carbamic acid benzyl ester), C1(=CC=CC=C1)B(O)O (phenyl boronic acid), [F-].[K+] (potassium fluoride). Reagents/catalysts: [Pd].[Pd].C(C1=CC=CC=C1)=CC(=O)C=CC1=CC=CC=C1.C(C1=CC=CC=C1)=CC(=O)C=CC1=CC=CC=C1.C(C1=CC=CC=C1)=CC(=O)C=CC1=CC=CC=C1 (tris(dibenzylideneacetone) dipalladium). Run in C1CCOC1 (THF). Yields the product C(C1=CC=CC=C1)OC(N(C)[C@@H](C)C(NC=1C(N(C(=CC1)C1=CC=CC=C1)CC1=CC(=CC=C1)OC1=CC=CC=C1)=O)=O)=O ({(S)-1-[6-Phenyl-2-oxo-1-(3-phenoxy-benzyl)-1,2-dihydro-pyridin-3-ylcarbamoyl]-ethyl}-methyl-carbamic acid benzyl ester). The yield is 80.1%. Reaction SMILES: [CH2:1]([O:8][C:9](=[O:39])[N:10]([C@H:12]([C:14](=[O:38])[NH:15][C:16]1[C:17](=[O:37])[N:18]([CH2:23][C:24]2[CH:29]=[CH:28][CH:27]=[C:26]([O:30][C:31]3[CH:36]=[CH:35][CH:34]=[CH:33][CH:32]=3)[CH:25]=2)[C:19](Cl)=[CH:20][CH:21]=1)[CH3:13])[CH3:11])[C:2]1[CH:7]=[CH:6][CH:5]=[CH:4][CH:3]=1.[C:40]1(B(O)O)[CH:45]=[CH:44][CH:43]=[CH:42][CH:41]=1.[F-].[K+]>[Pd].[Pd].C(=CC(C=CC1C=CC=CC=1)=O)C1C=CC=CC=1.C(=CC(C=CC1C=CC=CC=1)=O)C1C=CC=CC=1.C(=CC(C=CC1C=CC=CC=1)=O)C1C=CC=CC=1.C1COCC1>[CH2:1]([O:8][C:9](=[O:39])[N:10]([C@H:12]([C:14](=[O:38])[NH:15][C:16]1[C:17](=[O:37])[N:18]([CH2:23][C:24]2[CH:29]=[CH:28][CH:27]=[C:26]([O:30][C:31]3[CH:36]=[CH:35][CH:34]=[CH:33][CH:32]=3)[CH:25]=2)[C:19]([C:40]2[CH:45]=[CH:44][CH:43]=[CH:42][CH:41]=2)=[CH:20][CH:21]=1)[CH3:13])[CH3:11])[C:2]1[CH:7]=[CH:6][CH:5]=[CH:4][CH:3]=1 |f:2.3,4.5.6.7.8|. Reported procedure: To a mixture of compound 20C (37 mg, 0.068 mmol), phenyl boronic acid (12 mg, 0.10 mmol) tri-tert-butylphosphonium tetra fluoroborate (16 mg, 0.054 mmol), tris(dibenzylideneacetone) dipalladium (12 mg, 0.027 mmol) and potassium fluoride (61 mg, 1.0 mmol) is added under nitrogen atmosphere anhydrous THF (1.0 mL). The mixture is heated at reflux for 20 hours and is concentrated. The residue is purified by silica gel preparative TLC (40% ethyl acetate in hexane) to provide the title compound 20D (3... Starting materials: [Br-], CCOC(=O)c1csc(Br)n1, C1COCCO1, CC(C)(C)OC(=O)N1CCc2ccc(B3OC(C)(C)C(C)(C)O3)cc21, CCCC[N+](CCCC)(CCCC)CCCC, [K+], [K+], O=C([O-])[O-], O, Cl[Pd]Cl, c1ccc(P(c2ccccc2)c2ccccc2)cc1, c1ccc(P(c2ccccc2)c2ccccc2)cc1. The product is CCOC(=O)c1csc(-c2ccc3c(c2)N(C(=O)OC(C)(C)C)CC3)n1. As a reaction SMILES: [Br-:43].[Br:26][c:27]1[s:28][cH:29][c:30]([C:32](=[O:33])[O:34][CH2:35][CH3:36])[n:31]1.[CH2:61]1[O:62][CH2:63][CH2:64][O:65][CH2:66]1.[CH3:1][C:2]1([CH3:3])[C:4]([CH3:5])([CH3:6])[O:7][B:8]([c:9]2[cH:10][cH:11][c:12]3[c:16]([cH:17]2)[N:15]([C:18](=[O:19])[O:20][C:21]([CH3:22])([CH3:23])[CH3:24])[CH2:14][CH2:13]3)[O:25]1.[CH3:44][CH2:45][CH2:46][CH2:47][N+:48]([CH2:49][CH2:50][CH2:51][CH3:52])([CH2:53][CH2:54][CH2:55][CH3:56])[CH2:57][CH2:58][CH2:59][CH3:60].[K+:37].[K+:38].[O-:39][C:40]([O-:41])=[O:42].[OH2:67].[Pd:68]([Cl:69])[Cl:70].[c:71]1([P:72]([c:73]2[cH:74][cH:75][cH:76][cH:77][cH:78]2)[c:79]2[cH:80][cH:81][cH:82][cH:83][cH:84]2)[cH:85][cH:86][cH:87][cH:88][cH:89]1.[c:90]1([P:91]([c:92]2[cH:93][cH:94][cH:95][cH:96][cH:97]2)[c:98]2[cH:99][cH:100][cH:101][cH:102][cH:103]2)[cH:104][cH:105][cH:106][cH:107][cH:108]1>>[c:9]1(-[c:27]2[s:28][cH:29][c:30]([C:32](=[O:33])[O:34][CH2:35][CH3:36])[n:31]2)[cH:10][cH:11][c:12]2[c:16]([cH:17]1)[N:15]([C:18](=[O:19])[O:20][C:21]([CH3:22])([CH3:23])[CH3:24])[CH2:14][CH2:13]2. The reactants are CN(N)C1=CC=CC=C1 (1-Methyl-1-phenylhydrazine), N1C(CC(CC1)=O)=O (2,4-piperidinedione), resultant solution. Run in O (Water), industrial methylated spirit. The product is CN(NC1=CC(NCC1)=O)C1=CC=CC=C1 (5,6-Dihydro-4-(2-methyl-2-phenylhydrazino)-2(1H)-pyridinone). Isolated yield 89.6%. As a reaction SMILES: [CH3:1][N:2]([C:4]1[CH:9]=[CH:8][CH:7]=[CH:6][CH:5]=1)[NH2:3].[NH:10]1[CH2:15][CH2:14][C:13](=O)[CH2:12][C:11]1=[O:17]>O>[CH3:1][N:2]([C:4]1[CH:9]=[CH:8][CH:7]=[CH:6][CH:5]=1)[NH:3][C:13]1[CH2:14][CH2:15][NH:10][C:11](=[O:17])[CH:12]=1. Procedure: 1-Methyl-1-phenylhydrazine (21.6 g) was added to a suspension of 2,4-piperidinedione (20.0 g) in industrial methylated spirit (100 ml) at 20°-25° under nitrogen. The resultant solution was stirred for 3 h at room temperature. Water (300 ml) was added and the resulting suspension was filtered to give the title compound (34.4 g) as a solid, m.p. 180.5°-182°.